From a dataset of the Open Reaction Database (ORD), a public repository of structured organic reaction records. describe an organic reaction: reactants, conditions, products, and yield Yields the product O(C1=CC=CC=C1)CC1(OC(OC1)(C)C)C (4-Phenoxymethyl-2,2,4-trimethyl-1,3-dioxolane). Starting materials: ClCC1(OC(OC1)(C)C)C (4-Chloromethyl-2,2,4-trimethyl-1,3-dioxolane), [O-]C1=CC=CC=C1.[Na+] (sodium phenoxide). Procedure details: 4-Chloromethyl-2,2,4-trimethyl-1,3-dioxolane (5.0g) and sodium phenoxide (3.7g, prepared from phenol and sodium hydride) in dimethyl sulphoxide (90 ml) were heated together at 140° C for 4 hours. The reaction mixture was diluted with water and the aqueous solution extracted with ether. The ether extracts were dried and the solvent was removed under reduced pressure to yield a liquid which, on distillation, gave the desired product having a b.p. 83.5° C at 0.3 mm Hg. The solvent is CS(=O)C (dimethyl sulphoxide), O (water). Reaction SMILES: Cl[CH2:2][C:3]1([CH3:10])[CH2:7][O:6][C:5]([CH3:9])([CH3:8])[O:4]1.[O-:11][C:12]1[CH:17]=[CH:16][CH:15]=[CH:14][CH:13]=1.[Na+]>CS(C)=O.O>[O:11]([CH2:2][C:3]1([CH3:10])[CH2:7][O:6][C:5]([CH3:9])([CH3:8])[O:4]1)[C:12]1[CH:17]=[CH:16][CH:15]=[CH:14][CH:13]=1 |f:1.2|. The reactants are ClC=1C(=NC=C(C1)C(F)(F)F)N[C@@H]1[C@H](CCC1)NC(=O)C1=NC=CC=C1N1N=CC=N1 (N-[(1S,2S)-2-{[3-Chloro-5-(trifluoromethyl)pyridin-2-yl]amino}cyclopentyl]-3-(2H-1,2,3-triazol-2-yl)pyridine-2-carboxamide), N=1N(N=CC1)C=1C(=NC=CC1)C(=O)O (3-(2H-1,2,3-triazol-2-yl)pyridine-2-carboxylic acid), Cl.FC=1C(=NC=C(C1)C(F)(F)F)N[C@@H]1[C@H](CCC1)N ((1S,2S)-1-N-[3-fluoro-5-(trifluoromethyl)pyridin-2-yl]cyclopentane-1,2-diamine hydrochloride), Cl.FC=1C(=NC=C(C1)C(F)(F)F)N[C@@H]1[C@H](CCC1)N ((1S,2S)-1-N-[3-fluoro-5-(trifluoromethyl)pyridin-2-yl]cyclopentane-1,2-diamine hydrochloride). Yields the product FC=1C(=NC=C(C1)C(F)(F)F)N[C@@H]1[C@H](CCC1)NC(=O)C1=NC=CC=C1N1N=CC=N1 (N-[(1S,2S)-2-{[3-Fluoro-5-(trifluoromethyl)pyridin-2-yl]amino}cyclopentyl]-3-(2H-1,2,3-triazol-2-yl)pyridine-2-carboxamide). RXN SMILES: Cl[C:2]1[C:3]([NH:12][C@H:13]2[CH2:17][CH2:16][CH2:15][C@@H:14]2[NH:18][C:19]([C:21]2[C:26]([N:27]3[N:31]=[CH:30][CH:29]=[N:28]3)=[CH:25][CH:24]=[CH:23][N:22]=2)=[O:20])=[N:4][CH:5]=[C:6]([C:8]([F:11])([F:10])[F:9])[CH:7]=1.Cl.[F:33]C1C(N[C@H]2CCC[C@@H]2N)=NC=C(C(F)(F)F)C=1.N1N(C2C(C(O)=O)=NC=CC=2)N=CC=1>>[F:33][C:2]1[C:3]([NH:12][C@H:13]2[CH2:17][CH2:16][CH2:15][C@@H:14]2[NH:18][C:19]([C:21]2[C:26]([N:27]3[N:31]=[CH:30][CH:29]=[N:28]3)=[CH:25][CH:24]=[CH:23][N:22]=2)=[O:20])=[N:4][CH:5]=[C:6]([C:8]([F:11])([F:10])[F:9])[CH:7]=1 |f:1.2|. Procedure details: Prepared according to the procedure for N-[(1S,2S)-2-{ [3-chloro-5-(trifluoromethyl)pyridin-2-yl]amino}cyclopentyl]-3-(2H-1,2,3-triazol-2-yl)pyridine-2-carboxamide (Example 122) from (1S,2S)-1-N-[3-fluoro-5-(trifluoromethyl)pyridin-2-yl]cyclopentane-1,2-diamine hydrochloride (Intermediate 34; 100 mg, 0.33 mmol) and 3-(2H-1,2,3-triazol-2-yl)pyridine-2-carboxylic acid (CAS number 1252907-86-0; 66 mg, 0.35 mmol) to afford the title compound.